describe an organic reaction: reactants, conditions, products, and yield From a dataset of the Open Reaction Database (ORD), a public repository of structured organic reaction records. Starting materials: CCOCC, O=C(Cl)OCc1ccc([N+](=O)[O-])cc1, CC(S)CN, [Na+], O=C([O-])O, O. Yields the product CC(S)CNC(=O)OCc1ccc([N+](=O)[O-])cc1. As a reaction SMILES: [CH3:25][CH2:26][O:27][CH2:28][CH3:29].[Cl:1][C:2](=[O:3])[O:4][CH2:5][c:6]1[cH:7][cH:8][c:9]([N+:12](=[O:13])[O-:14])[cH:10][cH:11]1.[NH2:15][CH2:16][CH:17]([CH3:18])[SH:19].[Na+:24].[O-:20][C:21]([OH:22])=[O:23].[OH2:30]>>[C:2](=[O:3])([O:4][CH2:5][c:6]1[cH:7][cH:8][c:9]([N+:12](=[O:13])[O-:14])[cH:10][cH:11]1)[NH:15][CH2:16][CH:17]([CH3:18])[SH:19]. The reactants are C(C)OC(C=CC1=C(C=C(C=C1)NC(=O)OCC1=CC=CC=C1)F)=O (3-(4-benzyloxycarbonylamino-2-fluoro-phenyl)-acrylic acid ethyl ester), C(CCCC)OCN(CC1=CC=CC=C1)C[Si](C)(C)C (N-[(pentyloxy)methyl]-N-[(trimethylsilyl)-methyl]-benzenemethanamine), FC(C(=O)O)(F)F (trifluoroacetic acid). Solvent: ClCCl (dichloromethane), ClCCl (dichloromethane). Reaction conditions: time 10 minute. Yields the product C(C)OC(=O)[C@H]1CN(C[C@@H]1C1=C(C=C(C=C1)NC(=O)OCC1=CC=CC=C1)F)CC1=CC=CC=C1 ((3R,4S)-1-Benzyl-4-(4-benzyloxycarbonylamino-2-fluoro-phenyl)-pyrrolidine-3-carboxylic Acid Ethyl Ester). As a reaction SMILES: [CH2:1]([O:3][C:4](=[O:25])[CH:5]=[CH:6][C:7]1[CH:12]=[CH:11][C:10]([NH:13][C:14]([O:16][CH2:17][C:18]2[CH:23]=[CH:22][CH:21]=[CH:20][CH:19]=2)=[O:15])=[CH:9][C:8]=1[F:24])[CH3:2].C(O[CH2:32][N:33]([CH2:41][Si](C)(C)C)[CH2:34][C:35]1[CH:40]=[CH:39][CH:38]=[CH:37][CH:36]=1)CCCC.FC(F)(F)C(O)=O>ClCCl>[CH2:1]([O:3][C:4]([C@@H:5]1[C@@H:6]([C:7]2[CH:12]=[CH:11][C:10]([NH:13][C:14]([O:16][CH2:17][C:18]3[CH:23]=[CH:22][CH:21]=[CH:20][CH:19]=3)=[O:15])=[CH:9][C:8]=2[F:24])[CH2:41][N:33]([CH2:34][C:35]2[CH:40]=[CH:39][CH:38]=[CH:37][CH:36]=2)[CH2:32]1)=[O:25])[CH3:2]. Reported procedure: To a solution of 4.5 g of 3-(4-benzyloxycarbonylamino-2-fluoro-phenyl)-acrylic acid ethyl ester (13.1 mmol) and 7.68 g N-[(pentyloxy)methyl]-N-[(trimethylsilyl)-methyl]-benzenemethanamine (26.2 mmol) in 50 ml dichloromethane was added 10 μL. trifluoroacetic acid. The reaction was monitored by TLC. The reaction was complete after 10 min. The mixture was diluted with dichloromethane, washed with sat. sodium bicarbonate solution and brine, dried over Mg sulfate, filtered and the filtrate evaporated... The reactants are C=O, CO, ClCCl, Cl, [K+], [OH-], O, O=S(=O)(c1ccccc1)n1ccc2cc(O)ccc21. Yields the product O=S(=O)(c1ccccc1)n1ccc2c(CO)c(O)ccc21. Reaction SMILES: [CH2:20]=[O:21].[CH3:25][OH:26].[Cl:28][CH2:29][Cl:30].[ClH:24].[K+:23].[OH-:22].[OH2:27].[c:1]1([S:7](=[O:8])(=[O:9])[n:10]2[cH:11][cH:12][c:13]3[cH:14][c:15]([OH:19])[cH:16][cH:17][c:18]23)[cH:2][cH:3][cH:4][cH:5][cH:6]1>>[c:1]1([S:7](=[O:8])(=[O:9])[n:10]2[cH:11][cH:12][c:13]3[c:14]([CH2:20][OH:21])[c:15]([OH:19])[cH:16][cH:17][c:18]23)[cH:2][cH:3][cH:4][cH:5][cH:6]1. Reactants: [OH-].[Na+] (sodium hydroxide), C(C)OC1=NCC(C1)SCC1=CC=C(C=C1)OC (2-Ethoxy-4-p-methoxybenzylthio-1-pyroline), COC(CN)OC (aminoacetaldehyde dimethylacetal), C(C)(=O)O (acetic acid). Run in O (water), C(C)(=O)OCC (Ethyl acetate), CO (methanol). The product is COC1=CC=C(CSC2CC=3N(C=CN3)C2)C=C1 (6,7-Dihydro-6-p-methoxybenzylthio-5H-pyrrolo(1,2-a)-imidazole). Reaction SMILES: C(O[C:4]1[CH2:8][CH:7]([S:9][CH2:10][C:11]2[CH:16]=[CH:15][C:14]([O:17][CH3:18])=[CH:13][CH:12]=2)[CH2:6][N:5]=1)C.CO[CH:21](OC)[CH2:22][NH2:23].C(O)(=O)C.[OH-].[Na+]>CO.O.C(OCC)(=O)C>[CH3:18][O:17][C:14]1[CH:13]=[CH:12][C:11]([CH2:10][S:9][CH:7]2[CH2:6][N:5]3[CH:21]=[CH:22][N:23]=[C:4]3[CH2:8]2)=[CH:16][CH:15]=1 |f:3.4|. Procedure: 2-Ethoxy-4-p-methoxybenzylthio-1-pyroline (930mg) and aminoacetaldehyde dimethylacetal (552mg) were dissolved in 50 ml of methanol and refluxed under heating for one hour after the addition of acetic acid (315mg). Ethyl acetate and water were added thereto after cooling and the solution was made alkaline with 1N sodium hydroxide aq. solution before ,subjecting to distribution therebetween. The ethyl acetate phase was washed with water and saturated aqueous solution of NaCl, then the, phase was d... The reactants are COC=1C=C(C=CC1OC)C1=CC(N(C=N1)C)=NC1=C(C=C(C=C1C)C)C (3,4-dihydro-6-(3,4-dimethoxyphenyl)-3-methyl-4-(2,4,6-trimethylphenylimino)pyrimidine), [BH4-].[Na+] (sodium borohydride). The solvent is C(C)O (ethanol), O (water). Yields the product COC=1C=C(C=CC1OC)C1=CC(N(CN1)C)=NC1=C(C=C(C=C1C)C)C (6-(3,4-dimethoxyphenyl)-3-methyl-1,2,3,4-tetrahydro-4-(2,4,6-trimethylphenylimino)pyrimidine). The yield is 58.7%. Reaction SMILES: [CH3:1][O:2][C:3]1[CH:4]=[C:5]([C:11]2[N:16]=[CH:15][N:14]([CH3:17])[C:13](=[N:18][C:19]3[C:24]([CH3:25])=[CH:23][C:22]([CH3:26])=[CH:21][C:20]=3[CH3:27])[CH:12]=2)[CH:6]=[CH:7][C:8]=1[O:9][CH3:10].[BH4-].[Na+]>C(O)C.O>[CH3:1][O:2][C:3]1[CH:4]=[C:5]([C:11]2[NH:16][CH2:15][N:14]([CH3:17])[C:13](=[N:18][C:19]3[C:24]([CH3:25])=[CH:23][C:22]([CH3:26])=[CH:21][C:20]=3[CH3:27])[CH:12]=2)[CH:6]=[CH:7][C:8]=1[O:9][CH3:10] |f:1.2|. Procedure details: To a suspension of 3,4-dihydro-6-(3,4-dimethoxyphenyl)-3-methyl-4-(2,4,6-trimethylphenylimino)pyrimidine (2.0 g) in a mixture of ethanol (10 ml) and water (10 ml) was added sodium borohydride (1.04 g), and the mixture was stirred under reflux for 1.5 hours. After removal of the organic solvent, the mixture was suspended in water, and extracted with ethyl acetate. The organic layer was dried over magnesium sulfate, evaporated, and triturated in ethanol, to give 6-(3,4-dimethoxyphenyl)-3-methyl-1,...